From a dataset of the Open Reaction Database (ORD), a public repository of structured organic reaction records. describe an organic reaction: reactants, conditions, products, and yield Reactants: CC(C)(C)[O-], CC(C)OC(=O)N1CCC(O)CC1, Cc1c(Cl)ncnc1Cl, [K+], C1CCOC1, c1cncnc1. Yields the product Cc1c(Cl)ncnc1OC1CCN(C(=O)OC(C)C)CC1. RXN SMILES: [CH3:23][C:24]([CH3:25])([O-:26])[CH3:27].[CH:10]([CH3:11])([CH3:12])[O:13][C:14](=[O:15])[N:16]1[CH2:17][CH2:18][CH:19]([OH:22])[CH2:20][CH2:21]1.[Cl:1][c:2]1[n:3][cH:4][n:5][c:6]([Cl:9])[c:7]1[CH3:8].[K+:28].[O:35]1[CH2:36][CH2:37][CH2:38][CH2:39]1.[cH:29]1[cH:30][n:31][cH:32][n:33][cH:34]1>>[c:2]1([O:22][CH:19]2[CH2:18][CH2:17][N:16]([C:14]([O:13][CH:10]([CH3:11])[CH3:12])=[O:15])[CH2:21][CH2:20]2)[n:3][cH:4][n:5][c:6]([Cl:9])[c:7]1[CH3:8]. Reactants: C(#N)C=1N=CN(C1C(SCC)=O)C (S-ethyl 4-cyano-1-methyl-1H-imidazole-5-carbothioate), C(C)[SiH](CC)CC (Triethylsilane), C(C)[SiH](CC)CC (triethylsilane). The reagents and catalysts are [Pd] (Pd on charcoal). Run in CC(=O)C (acetone). Reaction conditions: temperature 0 celsius, time 0.5 hour. Product: C(=O)C1=C(N=CN1C)C#N (5-formyl-1-methyl-1H-imidazole-4-carbonitrile). Yield: 54.0%. As a reaction SMILES: [C:1]([C:3]1[N:4]=[CH:5][N:6]([CH3:13])[C:7]=1[C:8](=[O:12])SCC)#[N:2].C([SiH](CC)CC)C>CC(C)=O.[Pd]>[CH:8]([C:7]1[N:6]([CH3:13])[CH:5]=[N:4][C:3]=1[C:1]#[N:2])=[O:12]. Procedure details: In a 750 ml, three-necked flask fitted with a magnetic stirrer under inert atmosphere, S-ethyl 4-cyano-1-methyl-1H-imidazole-5-carbothioate x85 (8 g, 0.041 mol) is dissolved in 400 ml of acetone. Pd on charcoal (1.6 g) is added and the mixture is cooled to 0° C. Triethylsilane (13.1 ml, 0.082 mol) is added dropwise and the mixture is stirred at 0° C. for 0.5 h. The reaction is monitored by NMR. Three additional portions of triethylsilane (0.041 mol, 0.041 mol and 0.0205 mol) are added over a per... Reactants: C(C)OC(C(=O)OCC)=O (oxalic acid diethyl ester), [H-].[Na+] (sodium hydride), C=O (formalin), C([O-])([O-])=O.[K+].[K+] (potassium carbonate), C(C)OC(CC1=CC=C(C=C1)OC)=O (2-(p-methoxyphenyl)acetic acid ethyl ester). Run in O (water), O1CCCC1 (tetrahydrofuran), C1=CC=CC=C1 (benzene), C1=CC=CC=C1 (benzene). Reaction conditions: time 10 minute. The product is COC1=CC=C(C=C1)C(C(=O)OCC)=C (ethyl α-(4-methoxyphenyl)acrylate). The yield is 93.5%. As a reaction SMILES: [CH2:1](OC(=O)C(OCC)=O)C.[H-].[Na+].[CH2:13]([O:15][C:16](=[O:26])[CH2:17][C:18]1[CH:23]=[CH:22][C:21]([O:24][CH3:25])=[CH:20][CH:19]=1)[CH3:14].C=O.C(=O)([O-])[O-].[K+].[K+]>O1CCCC1.C1C=CC=CC=1.O>[CH3:25][O:24][C:21]1[CH:22]=[CH:23][C:18]([C:17](=[CH2:1])[C:16]([O:15][CH2:13][CH3:14])=[O:26])=[CH:19][CH:20]=1 |f:1.2,5.6.7|. Procedure: To a solution of oxalic acid diethyl ester (18.8 ml, 0.14 mol) in tetrahydrofuran (10 ml) and benzene (10 ml) was added sodium hydride (80% oil suspension, 6.5 g, 0.22 mol) and then stirred for 10 minutes under argon atmosphere. A benzene solution (100 ml) of 2-(p-methoxyphenyl)acetic acid ethyl ester (1) (27.0 g, 0.14 mol) was added to the resulting solution and stirred for 3 days at room temperature. The reaction solution was quenched with aqueous 2N HCl solution and extracted with ether. The ... As a reaction SMILES: [C:31]([O-:32])(=[O:33])[OH:34].[CH3:36][OH:37].[CH:6]([c:7]1[cH:8][cH:9][cH:10][cH:11][cH:12]1)([c:13]1[cH:14][cH:15][cH:16][cH:17][cH:18]1)[N:19]1[CH:20]([C:23]([c:24]2[cH:25][cH:26][cH:27][cH:28][cH:29]2)=[NH:30])[CH2:21][CH2:22]1.[Na+:35].[S:1](=[O:2])(=[O:3])([OH:4])[OH:5]>>[CH:6]([c:7]1[cH:8][cH:9][cH:10][cH:11][cH:12]1)([c:13]1[cH:14][cH:15][cH:16][cH:17][cH:18]1)[N:19]1[CH:20]([C:23]([c:24]2[cH:25][cH:26][cH:27][cH:28][cH:29]2)=[O:32])[CH2:21][CH2:22]1. The product is O=C(c1ccccc1)C1CCN1C(c1ccccc1)c1ccccc1. Starting materials: O=C([O-])O, CO, N=C(c1ccccc1)C1CCN1C(c1ccccc1)c1ccccc1, [Na+], O=S(=O)(O)O.